This data is from the Open Reaction Database (ORD), a public repository of structured organic reaction records. The task is: describe an organic reaction: reactants, conditions, products, and yield The reactants are Cl (hydrogen chloride), ClC1=CC=C(C=C1)C=1C=C2CCN(CC2=CC1)C(=O)OC(C)(C)C (tert.-butyl 6-(4-chlorophenyl)-3,4-dihydro-1H-isoquinoline-2-carboxylate). Run in C(C)(=O)OCC (ethyl acetate). Product: Cl.ClC1=CC=C(C=C1)C=1C=C2CCNCC2=CC1 (6-(4-chlorophenyl)-3,4-dihydro-1H-isoquinoline hydrochloride). The yield is 200.4%. As a reaction SMILES: Cl.[Cl:2][C:3]1[CH:8]=[CH:7][C:6]([C:9]2[CH:10]=[C:11]3[C:16](=[CH:17][CH:18]=2)[CH2:15][N:14](C(OC(C)(C)C)=O)[CH2:13][CH2:12]3)=[CH:5][CH:4]=1>C(OCC)(=O)C>[ClH:2].[Cl:2][C:3]1[CH:4]=[CH:5][C:6]([C:9]2[CH:10]=[C:11]3[C:16](=[CH:17][CH:18]=2)[CH2:15][NH:14][CH2:13][CH2:12]3)=[CH:7][CH:8]=1 |f:3.4|. Reported procedure: A stream of hydrogen chloride gas was conducted through a solution of 2.52 g (0.0073 mol) of tert.-butyl 6-(4-chlorophenyl)-3,4-dihydro-1H-isoquinoline-2-carboxylate in 110 ml of ethyl acetate. The reaction was followed by thin-layer chromatography. The mixture was cooled to 0° and suction filtered. 2.05 g (100%) of 6-(4-chlorophenyl)-3,4-dihydro-1H-isoquinoline hydrochloride were obtained as white crystals; sublimation at 215°-245° (dec.).